From a dataset of the Open Reaction Database (ORD), a public repository of structured organic reaction records. describe an organic reaction: reactants, conditions, products, and yield Reaction SMILES: [CH2:1]([CH2:2][CH3:3])[N:4]([C:5](=[O:6])[c:7]1[cH:8][c:9]([C:10](=[O:11])[O:12][CH3:13])[cH:14][c:15](-[c:17]2[cH:18][s:19][cH:20][cH:21]2)[cH:16]1)[CH2:22][CH2:23][CH3:24].[CH2:25]1[O:26][CH2:27][CH2:28][CH2:29]1.[CH3:30][OH:31].[Na+:33].[OH-:32].[OH2:34]>>[CH2:1]([CH2:2][CH3:3])[N:4]([C:5](=[O:6])[c:7]1[cH:8][c:9]([C:10](=[O:11])[OH:12])[cH:14][c:15](-[c:17]2[cH:18][s:19][cH:20][cH:21]2)[cH:16]1)[CH2:22][CH2:23][CH3:24]. Starting materials: CCCN(CCC)C(=O)c1cc(C(=O)OC)cc(-c2ccsc2)c1, C1CCOC1, CO, [Na+], [OH-], O. The product is CCCN(CCC)C(=O)c1cc(C(=O)O)cc(-c2ccsc2)c1. Reactants: c1ccc(COc2ccc3[nH]ccc3c2)cc1, Fc1ccc(CCl)cc1, [K+], CN(C)C=O, [OH-], O. Yields the product Fc1ccc(Cn2ccc3cc(OCc4ccccc4)ccc32)cc1. Reaction SMILES: [CH2:8]([c:9]1[cH:10][cH:11][cH:12][cH:13][cH:14]1)[O:15][c:16]1[cH:17][c:18]2[cH:19][cH:20][nH:21][c:22]2[cH:23][cH:24]1.[F:25][c:26]1[cH:27][cH:28][c:29]([CH2:30][Cl:31])[cH:32][cH:33]1.[K+:2].[O:3]=[CH:4][N:5]([CH3:6])[CH3:7].[OH-:1].[OH2:34]>>[CH2:8]([c:9]1[cH:10][cH:11][cH:12][cH:13][cH:14]1)[O:15][c:16]1[cH:17][c:18]2[cH:19][cH:20][n:21]([CH2:30][c:29]3[cH:28][cH:27][c:26]([F:25])[cH:33][cH:32]3)[c:22]2[cH:23][cH:24]1. The reactants are COC(=O)C=1N(C(=C(C1O)O)C(=O)OC)CC1=CC=CC=C1 (1-Benzyl-3,4-dihydroxy-1H-pyrrole-2,5-dicarboxylic acid dimethyl ester), compound A4, 3,4-Dialkoxypyrroles, 2,3,7,8,12,13,17,18-Octaalkoxyporphyrins, N1C=CC=C1 (pyrrole), A4, A4,2,2-diethyl-1,3-propanediol, C1(=CC=CC=C1)P(C1=CC=CC=C1)C1=CC=CC=C1 (triphenylphosphine), N(=NC(=O)OCC)C(=O)OCC (diethyl azodicarboxylate). Solvent: O1CCCC1 (tetrahydrofuran). Product: COC(=O)C=1N(C(=C2OCC(COC12)(CC)CC)C(=O)OC)CC1=CC=CC=C1 (2-Benzyl-6,6-diethyl-6,7-dihydro-2H,5H-4,8-dioxa-2-aza-azulene-1,3-dicarboxylic acid dimethyl ester). Reaction SMILES: [CH3:1][O:2][C:3]([C:5]1[N:6]([CH2:16][C:17]2[CH:22]=[CH:21][CH:20]=[CH:19][CH:18]=2)[C:7]([C:12]([O:14][CH3:15])=[O:13])=[C:8]([OH:11])[C:9]=1[OH:10])=[O:4].N1[CH:27]=[CH:26][CH:25]=[CH:24]1.[C:28]1(P(C2C=CC=CC=2)C2C=CC=CC=2)C=CC=C[CH:29]=1.N(C(OCC)=O)=N[C:49](OCC)=O>O1CCCC1>[CH3:1][O:2][C:3]([C:5]1[N:6]([CH2:16][C:17]2[CH:18]=[CH:19][CH:20]=[CH:21][CH:22]=2)[C:7]([C:12]([O:14][CH3:15])=[O:13])=[C:8]2[C:9]=1[O:10][CH2:49][C:25]([CH2:28][CH3:29])([CH2:26][CH3:27])[CH2:24][O:11]2)=[O:4]. Procedure: In the present method, 1-Benzyl-3,4-dihydroxy-1H-pyrrole-2,5-dicarboxylic acid dimethyl ester, the pyrrole derivative labeled A4 in FIG. 4 (hereinafter referred to as compound A4) is first synthesized from commercially available chemicals according to prior art techniques (see A. Merz, R. Schropp, E. Dotterl, “3,4-Dialkoxypyrroles and 2,3,7,8,12,13,17,18-Octaalkoxyporphyrins”, Synthesis, 7, pp. 795-800, (1995)). Then, a solution of compound A4,2,2-diethyl-1,3-propanediol (labeled B4 in FIG. 4), ... Starting materials: OCC1=C(C=C(C=C1)F)CO (1,2-Bis(hydroxymethyl)-4-fluorobenzene), C1(=CC=CC=C1)P(C1=CC=CC=C1)C1=CC=CC=C1 (Triphenylphosphine), N(=NC(=O)OCC)C(=O)OCC (diethyl azodicarboxylate), FC1=C(C(=CC=C1)F)N1C(C=C(C=C1C)O)=O (1-(2,6-Difluorophenyl)-4-hydroxy-6-methylpyridin-2(1H)-one). Solvent: CN(C=O)C (N,N-dimethylformamide), O (water). Run at temperature 0 celsius, time 10 minute. The product is FC1=C(C(=CC=C1)F)N1C(C=C(C=C1C)OCC1=C(C=C(C=C1)F)CO)=O (1-(2,6-difluorophenyl)-4-{[4-fluoro-2-(hydroxymethyl)benzyl]oxy}-6-methylpyridin-2(1H)-one). RXN SMILES: [F:1][C:2]1[CH:7]=[CH:6][CH:5]=[C:4]([F:8])[C:3]=1[N:9]1[C:14]([CH3:15])=[CH:13][C:12]([OH:16])=[CH:11][C:10]1=[O:17].C1(P(C2C=CC=CC=2)C2C=CC=CC=2)C=CC=CC=1.N(C(OCC)=O)=NC(OCC)=O.O[CH2:50][C:51]1[CH:56]=[CH:55][C:54]([F:57])=[CH:53][C:52]=1[CH2:58][OH:59]>CN(C)C=O.O>[F:1][C:2]1[CH:7]=[CH:6][CH:5]=[C:4]([F:8])[C:3]=1[N:9]1[C:14]([CH3:15])=[CH:13][C:12]([O:16][CH2:50][C:51]2[CH:56]=[CH:55][C:54]([F:57])=[CH:53][C:52]=2[CH2:58][OH:59])=[CH:11][C:10]1=[O:17]. Procedure details: 1-(2,6-Difluorophenyl)-4-hydroxy-6-methylpyridin-2(1H)-one (step 1) (3.0 g, 12.65 mmol) was dissolved in N,N-dimethylformamide and cooled to 0° C. Triphenylphosphine (3.98 g, 15.18 mmol) and diethyl azodicarboxylate (2.39 ml, 15.18 mmol) were added and stirred for 10 minutes. 1,2-Bis(hydroxymethyl)-4-fluorobenzene (2.57 g, 16.44 mmol) was added and stirred at 0° C. for 1 hour, then allowed to warm to room temperature and stirred overnight. LC-MS showed only 1 product, not a mixture of regioisome...